This data is from the Open Reaction Database (ORD), a public repository of structured organic reaction records. The task is: describe an organic reaction: reactants, conditions, products, and yield The reactants are C1(=CC=C(C=C1)S(=O)(=O)O)C (p-toluenesulfonic acid), C1(=CC=CC=C1)C (toluene), O=C1CCC(CC1)C1CCC(CC1)C=O (4-(4-oxocyclohexyl)cyclohexanecarbaldehyde), C(CCC)C(CO)CO (2-n-butyl-1,3-propanediol). Solvent: O (Water). Yields the product O=C1CCC(CC1)C1CCC(CC1)C1OCC(CO1)CCCC (2-(4-(4-oxocyclohexyl)-cyclohexyl)-5-n-butyl-1,3-dioxane). The yield is 10.2%. Reaction SMILES: C1(C)C=CC=CC=1.[O:8]=[C:9]1[CH2:14][CH2:13][CH:12]([CH:15]2[CH2:20][CH2:19][CH:18]([CH:21]=[O:22])[CH2:17][CH2:16]2)[CH2:11][CH2:10]1.[CH2:23]([CH:27]([CH2:30]O)[CH2:28][OH:29])[CH2:24][CH2:25][CH3:26].C1(C)C=CC(S(O)(=O)=O)=CC=1>O>[O:8]=[C:9]1[CH2:10][CH2:11][CH:12]([CH:15]2[CH2:20][CH2:19][CH:18]([CH:21]3[O:29][CH2:28][CH:27]([CH2:23][CH2:24][CH2:25][CH3:26])[CH2:30][O:22]3)[CH2:17][CH2:16]2)[CH2:13][CH2:14]1. Reported procedure: To 300 ml of toluene were added 20.2 g (97.0 mmol) of the 4-(4-oxocyclohexyl)cyclohexanecarbaldehyde described above, 12.8 g (96.8 mmol) of 2-n-butyl-1,3-propanediol, and 1 g of p-toluenesulfonic acid, and the mixture was refluxed by using a Dean-Stark for 2 hours. Water in an amount of 200 ml was added to the reaction solution, the product thus formed was extracted with toluene, the extract was washed with saturated aqueous bicarbonate solution and water in this turn, and then the solvent was d...